From a dataset of the Open Reaction Database (ORD), a public repository of structured organic reaction records. describe an organic reaction: reactants, conditions, products, and yield The reactants are C(C)(=O)C=1C=C2C(C(NC2=CC1)=O)=C(C1=CC=CC=C1)N(CC(=O)O)OC (5-acetyl-3-[(methoxycarboxymethyl-amino)-phenyl-methylidene]-2-indolinone), CO (methanol), Cl (hydrochloric acid). Run in [OH-].[Na+] (sodium hydroxide). Yields the product C(C)(=O)C=1C=C2C(C(NC2=CC1)=O)=C(C1=CC=CC=C1)NCC(=O)O (5-acetyl-3-[(carboxymethyl-amino)-phenyl-methylidene]-2-indolinone). RXN SMILES: [C:1]([C:4]1[CH:5]=[C:6]2[C:10](=[CH:11][CH:12]=1)[NH:9][C:8](=[O:13])[C:7]2=[C:14]([N:21](OC)[CH2:22][C:23]([OH:25])=[O:24])[C:15]1[CH:20]=[CH:19][CH:18]=[CH:17][CH:16]=1)(=[O:3])[CH3:2].CO.Cl>[OH-].[Na+]>[C:1]([C:4]1[CH:5]=[C:6]2[C:10](=[CH:11][CH:12]=1)[NH:9][C:8](=[O:13])[C:7]2=[C:14]([NH:21][CH2:22][C:23]([OH:25])=[O:24])[C:15]1[CH:20]=[CH:19][CH:18]=[CH:17][CH:16]=1)(=[O:3])[CH3:2] |f:3.4|. Reported procedure: 88 mg (0.25 mmol) 5-acetyl-3-[(methoxycarboxymethyl-amino)-phenyl-methylidene]-2-indolinone (Example 1.005) are suspended in 0.5 ml 1 N sodium hydroxide solution and 5 ml of methanol and refluxed for 4 h. Then the mixture is cooled, 0.5 ml 1 N hydrochloric acid are added and the precipitate is removed by suction filtering.